This data is from the Open Reaction Database (ORD), a public repository of structured organic reaction records. The task is: describe an organic reaction: reactants, conditions, products, and yield Starting materials: C1(=CC=CC=C1)C1=C(N(C=C1)C(=O)OC(C)(C)C)C(=O)OC (1-tert-Butyl 2-methyl 3-phenyl-1H-pyrrole-1,2-dicarboxylate), C(=O)(C(F)(F)F)O (TFA). Solvent: C(Cl)Cl (CH2Cl2). Reaction conditions: temperature 0 celsius, time 14 hour. The product is C1(=CC=CC=C1)C1=C(NC=C1)C(=O)OC (methyl 3-phenyl-1H-pyrrole-2-carboxylate). The yield is 62.4%. Reaction SMILES: [C:1]1([C:7]2[CH:11]=[CH:10][N:9](C(OC(C)(C)C)=O)[C:8]=2[C:19]([O:21][CH3:22])=[O:20])[CH:6]=[CH:5][CH:4]=[CH:3][CH:2]=1.C(O)(C(F)(F)F)=O>C(Cl)Cl>[C:1]1([C:7]2[CH:11]=[CH:10][NH:9][C:8]=2[C:19]([O:21][CH3:22])=[O:20])[CH:2]=[CH:3][CH:4]=[CH:5][CH:6]=1. Procedure: 1-tert-Butyl 2-methyl 3-phenyl-1H-pyrrole-1,2-dicarboxylate (18.0 g, 59.7 mmol) was dissolved in CH2Cl2 (20 mL) and cooled to 0° C. TFA (23.0 mL, 0.299 mmol) was added to the reaction mixture and the solution stirred at room temperature for 14 h. The reaction mixture was concentrated under reduced pressure to remove excess of TFA. To the resulting residue was added 10% sodium bicarbonate solution (50 mL) and the aqueous portion extracted with CH2Cl2. The organic layer was separated, dried over s...